This data is from the Open Reaction Database (ORD), a public repository of structured organic reaction records. The task is: describe an organic reaction: reactants, conditions, products, and yield Starting materials: COC(=O)C(CCSC)NC(=O)c1cc([N+](=O)[O-])ccc1Cc1ccccc1, CO, [Na+], [OH-]. The product is CSCCC(NC(=O)c1cc([N+](=O)[O-])ccc1Cc1ccccc1)C(=O)O. Reaction SMILES: [CH2:1]([c:2]1[cH:3][cH:4][cH:5][cH:6][cH:7]1)[c:8]1[c:9]([C:10](=[O:11])[NH:12][CH:13]([C:14](=[O:15])[O:16][CH3:17])[CH2:18][CH2:19][S:20][CH3:21])[cH:22][c:23]([N+:26](=[O:27])[O-:28])[cH:24][cH:25]1.[CH3:31][OH:32].[Na+:30].[OH-:29]>>[CH2:1]([c:2]1[cH:3][cH:4][cH:5][cH:6][cH:7]1)[c:8]1[c:9]([C:10](=[O:11])[NH:12][CH:13]([C:14](=[O:15])[OH:16])[CH2:18][CH2:19][S:20][CH3:21])[cH:22][c:23]([N+:26](=[O:27])[O-:28])[cH:24][cH:25]1.